This data is from the Open Reaction Database (ORD), a public repository of structured organic reaction records. The task is: describe an organic reaction: reactants, conditions, products, and yield Yields the product S1C(=CC=C1)C=1NC(=CN1)I (2-thiophenyl-5-iodo-imidazole). Run at temperature -78 celsius, time 1 hour. The reactants are IN1C(CCC1=O)=O (N-iodosuccinimide), [Cl-].[NH4+] (ammonium chloride), S1C(=CC=C1)C=1NC=CN1 (2-thiophenyl-imidazole), C(C)(C)[N-]C(C)C.[Li+] (Lithium diisopropylamide). Reported procedure: 1-[2-(trimethylsilyl)ethoxy]methyl]-2-thiophenyl-imidazole (1.06 g, 3.46 mM) was dissolved in 40 ml of dry THF and the solution cooled to -78° C. under N2. Lithium diisopropylamide (3.46 ml, 5.19 mM, 1.5M solution in cyclohexane from Aldrich) was added via syringe, and the reaction solution stirred for 1 hour at -78° C. N-iodosuccinimide (0.85 g, 3.77 mM) in 10 ml of dry THF was added via syringe, and the reaction stirred for 30 minutes. The reaction mixture was added to 200 ml of saturated ammo... As a reaction SMILES: [S:1]1[CH:5]=[CH:4][CH:3]=[C:2]1[C:6]1[NH:7][CH:8]=[CH:9][N:10]=1.C([N-]C(C)C)(C)C.[Li+].[I:19]N1C(=O)CCC1=O.[Cl-].[NH4+]>C1COCC1>[S:1]1[CH:5]=[CH:4][CH:3]=[C:2]1[C:6]1[NH:10][C:9]([I:19])=[CH:8][N:7]=1 |f:1.2,4.5|. Solvent: C1CCOC1 (THF), C1CCOC1 (THF). Starting materials: O (water), C1(=CC=CC=C1)CCN (2-phenylethylamine), FC1=C(C=CC=C1)[N+](=O)[O-] (2-fluoronitrobenzene), C([O-])([O-])=O.[K+].[K+] (potassium carbonate). The solvent is CS(=O)C (DMSO). Conditions: temperature 100 celsius. Product: C1(=CC=CC=C1)CCNC1=C(C=CC=C1)[N+](=O)[O-] (N-Phenylethyl-2-nitroaniline). Isolated yield 97.0%. As a reaction SMILES: [C:1]1([CH2:7][CH2:8][NH2:9])[CH:6]=[CH:5][CH:4]=[CH:3][CH:2]=1.F[C:11]1[CH:16]=[CH:15][CH:14]=[CH:13][C:12]=1[N+:17]([O-:19])=[O:18].C(=O)([O-])[O-].[K+].[K+].O>CS(C)=O>[C:1]1([CH2:7][CH2:8][NH:9][C:11]2[CH:16]=[CH:15][CH:14]=[CH:13][C:12]=2[N+:17]([O-:19])=[O:18])[CH:6]=[CH:5][CH:4]=[CH:3][CH:2]=1 |f:2.3.4|. Procedure details: A mass of 4.8 g (0.04 mol) of 2-phenylethylamine was added dropwise, at ambient temperature, to a mixture of 5.6 g (0.04 mol) of 2-fluoronitrobenzene and 11.06 g (0.08 mol) of anhydrous potassium carbonate in 30 ml of DMSO. The mixture was heated at 100° C. for 3 hours. The mixture was then cooled to ambient temperature and was added to 100 ml of water, which resulted in the precipitation of a light orange compound. The solid was recovered by filtration and dried using a desiccator at reduced pr... The reactants are O=C(Cl)CCc1ccccc1, Cl, NC(Cc1ccccc1)C(=O)O, [Na+], C1COCCO1, [OH-], O. As a reaction SMILES: [C:15]([CH2:16][CH2:17][c:18]1[cH:19][cH:20][cH:21][cH:22][cH:23]1)(=[O:24])[Cl:25].[ClH:26].[NH2:1][CH:2]([CH2:3][c:4]1[cH:5][cH:6][cH:7][cH:8][cH:9]1)[C:10]([OH:11])=[O:12].[Na+:14].[O:27]1[CH2:28][CH2:29][O:30][CH2:31][CH2:32]1.[OH-:13].[OH2:33]>>[NH:1]([CH:2]([CH2:3][c:4]1[cH:5][cH:6][cH:7][cH:8][cH:9]1)[C:10]([OH:11])=[O:12])[C:15]([CH2:16][CH2:17][c:18]1[cH:19][cH:20][cH:21][cH:22][cH:23]1)=[O:24]. Product: O=C(CCc1ccccc1)NC(Cc1ccccc1)C(=O)O.